This data is from the Open Reaction Database (ORD), a public repository of structured organic reaction records. The task is: describe an organic reaction: reactants, conditions, products, and yield Reactants: CCC(=O)N(c1ccc(Cl)cc1)C1CC(C)N(C(=O)c2ccc(F)cc2)c2ccc(OCC(=O)OC)cc21, CO, [Na+], [OH-]. The product is CCC(=O)N(c1ccc(Cl)cc1)C1CC(C)N(C(=O)c2ccc(F)cc2)c2ccc(OCC(=O)O)cc21. Reaction SMILES: [CH3:1][O:2][C:3]([CH2:4][O:5][c:6]1[cH:7][c:8]2[c:13]([cH:14][cH:15]1)[N:12]([C:16]([c:17]1[cH:18][cH:19][c:20]([F:23])[cH:21][cH:22]1)=[O:24])[CH:11]([CH3:25])[CH2:10][CH:9]2[N:26]([C:27]([CH2:28][CH3:29])=[O:30])[c:31]1[cH:32][cH:33][c:34]([Cl:37])[cH:35][cH:36]1)=[O:38].[CH3:41][OH:42].[Na+:40].[OH-:39]>>[O:2]=[C:3]([CH2:4][O:5][c:6]1[cH:7][c:8]2[c:13]([cH:14][cH:15]1)[N:12]([C:16]([c:17]1[cH:18][cH:19][c:20]([F:23])[cH:21][cH:22]1)=[O:24])[CH:11]([CH3:25])[CH2:10][CH:9]2[N:26]([C:27]([CH2:28][CH3:29])=[O:30])[c:31]1[cH:32][cH:33][c:34]([Cl:37])[cH:35][cH:36]1)[OH:38]. As a reaction SMILES: [NH:1]([C:3]1[C:8]([C:9]2[CH:10]=[N:11][CH:12]=[CH:13][CH:14]=2)=[CH:7][CH:6]=[CH:5][N:4]=1)[NH2:2].[C:15](OCC)(OCC)(OCC)[CH3:16]>>[CH3:15][C:16]1[N:4]2[CH:5]=[CH:6][CH:7]=[C:8]([C:9]3[CH:10]=[N:11][CH:12]=[CH:13][CH:14]=3)[C:3]2=[N:1][N:2]=1. Run at temperature 130 celsius. The reactants are N(N)C1=NC=CC=C1C=1C=NC=CC1 (2-hydrazino-3,3'-bipyridine), C(C)(OCC)(OCC)OCC (triethyl orthoacetate). Yields the product CC1=NN=C2N1C=CC=C2C=2C=NC=CC2 (3-Methyl-8-(3-pyridinyl)-1,2,4-triazolo[4,3-a]pyridine). Reported procedure: A 1.0 g portion of 2-hydrazino-3,3'-bipyridine was dissolved in 5 ml of triethyl orthoacetate and heated at 130° C. for 1.5 hours. The volatiles were removed at reduced pressure and the residue purified by chromatography on silica gel, eluting with ethyl acetate:methanol (9:2). The resulting solid was recrystallized from methylene chloride-hexane, giving the desired product as a tan powder, mp 112.5°-115° C. Starting materials: N#Cc1ncc(Br)cc1[N+](=O)[O-], Cc1ccc(O)c(C)n1, [H-], [Na+], CN(C)C=O, O. Yields the product Cc1ccc(Oc2cc(Br)cnc2C#N)c(C)n1. As a reaction SMILES: [Br:12][c:13]1[cH:14][c:15]([N+:21]([O-:22])=[O:23])[c:16]([C:19]#[N:20])[n:17][cH:18]1.[CH3:1][c:2]1[n:3][c:4]([CH3:9])[cH:5][cH:6][c:7]1[OH:8].[H-:10].[Na+:11].[O:25]=[CH:26][N:27]([CH3:28])[CH3:29].[OH2:24]>>[CH3:1][c:2]1[n:3][c:4]([CH3:9])[cH:5][cH:6][c:7]1[O:8][c:15]1[cH:14][c:13]([Br:12])[cH:18][n:17][c:16]1[C:19]#[N:20]. The reactants are N1=NC(C=C1)=O (pyrazolone), C(C)OC(CC(C1=CC=CC=C1)=O)=O (benzoylacetic acid ethyl ester), O.FC(CNN)(F)F (2,2,2-trifluoroethylhydrazine hydrate), O (water). The solvent is C(C)(=O)O (acetic acid). Product: FC(CN1N=C(CC1=O)C1=CC=CC=C1)(F)F (1-(2',2',2'-trifluoroethyl)-3-phenyl-2-pyrazolin-5-one). RXN SMILES: C(O[C:4](=[O:14])[CH2:5][C:6](=O)[C:7]1[CH:12]=[CH:11][CH:10]=[CH:9][CH:8]=1)C.O.[F:16][C:17]([F:22])([F:21])[CH2:18][NH:19][NH2:20].O.N1C=CC(=O)N=1>C(O)(=O)C>[F:16][C:17]([F:22])([F:21])[CH2:18][N:19]1[C:4](=[O:14])[CH2:5][C:6]([C:7]2[CH:8]=[CH:9][CH:10]=[CH:11][CH:12]=2)=[N:20]1 |f:1.2|. Procedure: 0.75 Mole (144 g) of benzoylacetic acid ethyl ester and 0.75 mole (126 g) of 2,2,2-trifluoroethylhydrazine hydrate were stirred for 3 hours in 900 ml of boiling acetic acid. The reaction mixture was poured out on 9 l of water. After 1 hour of stirring at room temperature the pyrazolone derivative was filtered and recrystallized from methanol. The reactants are C1CCOC1, CI, [Mg], NCCC(=O)c1ccc(-c2ccc(F)cc2)cc1, O, O=S(=O)(O)O. Product: CC(O)(CCN)c1ccc(-c2ccc(F)cc2)cc1. RXN SMILES: [CH2:27]1[O:28][CH2:29][CH2:30][CH2:31]1.[CH3:19][I:20].[Mg:21].[NH2:1][CH2:2][CH2:3][C:4](=[O:5])[c:6]1[cH:7][cH:8][c:9](-[c:12]2[cH:13][cH:14][c:15]([F:18])[cH:16][cH:17]2)[cH:10][cH:11]1.[OH2:32].[S:22](=[O:23])(=[O:24])([OH:25])[OH:26]>>[NH2:1][CH2:2][CH2:3][C:4]([OH:5])([c:6]1[cH:7][cH:8][c:9](-[c:12]2[cH:13][cH:14][c:15]([F:18])[cH:16][cH:17]2)[cH:10][cH:11]1)[CH3:19]. Procedure: To a mechanically-stirred mixture of 71.4 g (0.458 mol) of 4-chloro-2,5-xylenol and 120 mL of nitromethane was added 94 g (0.59 mol) of anhydrous ferric chloride in portions over about 20 minutes with cooling to maintain the temperature below 35° C. The mixture was stirred for an additional 3 hours and then 300 mL of ice water containing 50 mL of concentrated HCl was added, followed by 300 mL of hexanes. The mixture was filtered, and the solids were washed with water and hexanes and dried in vac... Run in hexanes, [N+](=O)([O-])C (nitromethane). Starting materials: ClC=1C=C(C(=CC1C)O)C (4-chloro-2,5-xylenol), ferric chloride, ice water, Cl (HCl). Product: ClC1=CC(=C(C(=C1C)O)C=1C(=C(C(=CC1C)Cl)C)O)C (5,5′-dichloro-3,3′,6,6′-tetramethyl-2,2′-biphenol). Run at time 3 hour. RXN SMILES: Cl[C:2]1[CH:3]=[C:4]([CH3:10])[C:5]([OH:9])=[CH:6][C:7]=1[CH3:8].[ClH:11]>[N+](C)([O-])=O>[Cl:11][C:3]1[C:4]([CH3:10])=[C:5]([OH:9])[C:6]([C:6]2[C:5]([OH:9])=[C:4]([CH3:10])[C:3]([Cl:11])=[CH:2][C:7]=2[CH3:8])=[C:7]([CH3:8])[CH:2]=1. The reactants are C(C1=CC=CC=C1)O[C@@H]1[C@H](NC[C@H]1OCC1=CC=CC=C1)COCC1=CC=CC=C1 ((2R,3R,4R)-3,4-dibenzyloxy-2-benzyloxymethylpyrrolidine), C(C1=CC=CC=C1)O[C@@H]1[C@H](NC[C@H]1OCC1=CC=CC=C1)COCC1=CC=CC=C1 ((2R,3R,4R)-3,4-dibenzyloxy-2-benzyloxymethylpyrrolidine), C=O (formaldehyde). The solvent is C(=O)O (formic acid). The product is C(C1=CC=CC=C1)O[C@@H]1[C@H](N(C[C@H]1OCC1=CC=CC=C1)C)COCC1=CC=CC=C1 ((2R,3R,4R)-3,4-dibenzyloxy-2-benzyloxymethyl-1-methylpyrrolidine). The yield is 95.0%. Reaction SMILES: [CH2:1]([O:8][C@H:9]1[C@H:13]([O:14][CH2:15][C:16]2[CH:21]=[CH:20][CH:19]=[CH:18][CH:17]=2)[CH2:12][NH:11][C@@H:10]1[CH2:22][O:23][CH2:24][C:25]1[CH:30]=[CH:29][CH:28]=[CH:27][CH:26]=1)[C:2]1[CH:7]=[CH:6][CH:5]=[CH:4][CH:3]=1.[CH2:31]=O>C(O)=O>[CH2:1]([O:8][C@H:9]1[C@H:13]([O:14][CH2:15][C:16]2[CH:17]=[CH:18][CH:19]=[CH:20][CH:21]=2)[CH2:12][N:11]([CH3:31])[C@@H:10]1[CH2:22][O:23][CH2:24][C:25]1[CH:30]=[CH:29][CH:28]=[CH:27][CH:26]=1)[C:2]1[CH:3]=[CH:4][CH:5]=[CH:6][CH:7]=1. Procedure: A mixture of (2R,3R,4R)-3,4-dibenzyloxy-2-benzyloxymethylpyrrolidine (Compound 1) (0.5 g, 1.24 mmol), formic acid (10 ml) and 37% formaldehyde (7.5 ml) was heated for 3 hours at reflux temperature and evaporated in vacuo. The residue was dissolved in a mixture of ethyl acetate (25 ml) and 1 N sodium hydroxide (25 ml). The organic phase was isolated, washed once with water, dried over magnesium sulphate and evaporated in vacuo to give (2R,3R,4R)-3,4-dibenzyloxy-2-benzyloxymethyl-1-methylpyrrolidi... Starting materials: C(C)(C)(C)OC(NC1=CSC(=C1)C#CC1=C(C=CC=C1)NC(=O)N)=O (tert-butyl[5-({2-[(aminocarbonyl)amino]phenyl}ethynyl)-3-thienyl]carbamate). Reagents/catalysts: CC#N.CC#N.Cl[Pd]Cl (bis(acetonitrile)dichloropalladium(II)). Solvent: C(C)#N (acetonitrile), C(C)(=O)OCC (ethyl acetate). Reaction conditions: temperature 90 celsius. Product: NC(=O)N1C(=CC2=CC=CC=C12)C1=CC(=CS1)NC(OC(C)(C)C)=O (tert-butyl {5-[1-(aminocarbonyl)-1H-indol-2-yl]-3-thienyl}carbamate). Reaction SMILES: [C:1]([O:5][C:6](=[O:25])[NH:7][C:8]1[CH:12]=[C:11]([C:13]#[C:14][C:15]2[CH:20]=[CH:19][CH:18]=[CH:17][C:16]=2[NH:21][C:22]([NH2:24])=[O:23])[S:10][CH:9]=1)([CH3:4])([CH3:3])[CH3:2]>C(#N)C.C(OCC)(=O)C.CC#N.CC#N.Cl[Pd]Cl>[NH2:24][C:22]([N:21]1[C:16]2[C:15](=[CH:20][CH:19]=[CH:18][CH:17]=2)[CH:14]=[C:13]1[C:11]1[S:10][CH:9]=[C:8]([NH:7][C:6](=[O:25])[O:5][C:1]([CH3:4])([CH3:2])[CH3:3])[CH:12]=1)=[O:23] |f:3.4.5|. Reported procedure: To a degassed solution of tert-butyl[5-({2-[(aminocarbonyl)amino]phenyl}ethynyl)-3-thienyl]carbamate (112 mg, 0.314 mmol, 1 eq) in anhydrous acetonitrile (2 mL) was added bis(acetonitrile)dichloropalladium(II) (16.3 mg, 0.2 eq). After the reaction mixture was heated at 90° C. for 50 minutes, it was cooled to room temp, and diluted with ethyl acetate. The mixture was washed with aqueous ammonium chloride, water, and brine, and lastly dried with anhydrous sodium sulfate. The upper solution was dec... The reactants are C(#N)C1=CC=C(CNC(C(OC)C2=C(C=C(C=C2)B2OC(C(O2)(C)C)(C)C)F)=O)C=C1 ((RS)-N-(4-cyano-benzyl)-2-[2-fluoro-4-(4,4,5,5-tetramethyl-[1,3,2]dioxaborolan-2-yl)-phenyl]-2-methoxy-acetamide), BrC=1C=NC=CC1 (3-bromopyridine). Product: C(#N)C1=CC=C(CNC(C(OC)C2=C(C=C(C=C2)C=2C=NC=CC2)F)=O)C=C1 ((RS)-N-(4-cyano-benzyl)-2-(2-fluoro-4-pyridin-3-yl-phenyl)-2-methoxy-acetamide). As a reaction SMILES: [C:1]([C:3]1[CH:31]=[CH:30][C:6]([CH2:7][NH:8][C:9](=[O:29])[CH:10]([C:13]2[CH:18]=[CH:17][C:16](B3OC(C)(C)C(C)(C)O3)=[CH:15][C:14]=2[F:28])[O:11][CH3:12])=[CH:5][CH:4]=1)#[N:2].Br[C:33]1[CH:34]=[N:35][CH:36]=[CH:37][CH:38]=1>>[C:1]([C:3]1[CH:4]=[CH:5][C:6]([CH2:7][NH:8][C:9](=[O:29])[CH:10]([C:13]2[CH:18]=[CH:17][C:16]([C:33]3[CH:34]=[N:35][CH:36]=[CH:37][CH:38]=3)=[CH:15][C:14]=2[F:28])[O:11][CH3:12])=[CH:30][CH:31]=1)#[N:2]. Procedure details: In analogy to example 57.1 (RS)-N-(4-cyano-benzyl)-2-[2-fluoro-4-(4,4,5,5-tetramethyl-[1,3,2]dioxaborolan-2-yl)-phenyl]-2-methoxy-acetamide was reacted with 3-bromopyridine to give (RS)-N-(4-cyano-benzyl)-2-(2-fluoro-4-pyridin-3-yl-phenyl)-2-methoxy-acetamide. Light brown amorphous solid. MS 376.3 ([M+H]+) As a reaction SMILES: [CH2:30]1[O:31][CH2:32][CH2:33][CH2:34]1.[ClH:29].[F:1][C:2]([CH2:3][O:4][c:5]1[c:6]([CH2:18][C:19](=[O:20])[O:21][CH3:22])[cH:7][cH:8][c:9]([O:11][c:12]2[n:13][cH:14][cH:15][cH:16][cH:17]2)[cH:10]1)([F:23])[F:24].[Li+:27].[OH-:26].[OH2:25].[OH2:28]>>[F:1][C:2]([CH2:3][O:4][c:5]1[c:6]([CH2:18][C:19](=[O:20])[OH:21])[cH:7][cH:8][c:9]([O:11][c:12]2[n:13][cH:14][cH:15][cH:16][cH:17]2)[cH:10]1)([F:23])[F:24]. The product is O=C(O)Cc1ccc(Oc2ccccn2)cc1OCC(F)(F)F. Reactants: C1CCOC1, Cl, COC(=O)Cc1ccc(Oc2ccccn2)cc1OCC(F)(F)F, [Li+], [OH-], O, O.